This data is from the Open Reaction Database (ORD), a public repository of structured organic reaction records. The task is: describe an organic reaction: reactants, conditions, products, and yield The reactants are C(C)OP(OCC)(=O)CC#N (cyanomethylphosphonic acid diethyl ester), C[Si](C)(C)[N-][Si](C)(C)C.[Li+] (lithium bis(trimethylsilyl)amide), O1CCOC2=C1C=CC(=C2)C(=O)C2=CC(=CC=C2)OC ((2,3-dihydro-benzo[1,4]dioxin-6-yl)-(3-methoxy-phenyl)-methanone), O (water). Solvent: C1CCOC1 (THF), C1CCOC1 (THF). Run at time 30 minute. Product: O1CCOC2=C1C=CC(=C2)C(=CC#N)C2=CC(=CC=C2)OC (3-(2,3-dihydro-benzo[1,4]dioxin-6-yl)-3-(3-methoxy-phenyl)-acrylonitrile). The yield is 77.9%. RXN SMILES: C(OP([CH2:9][C:10]#[N:11])(=O)OCC)C.C[Si]([N-][Si](C)(C)C)(C)C.[Li+].[O:22]1[C:27]2[CH:28]=[CH:29][C:30]([C:32]([C:34]3[CH:39]=[CH:38][CH:37]=[C:36]([O:40][CH3:41])[CH:35]=3)=O)=[CH:31][C:26]=2[O:25][CH2:24][CH2:23]1.O>C1COCC1>[O:22]1[C:27]2[CH:28]=[CH:29][C:30]([C:32]([C:34]3[CH:39]=[CH:38][CH:37]=[C:36]([O:40][CH3:41])[CH:35]=3)=[CH:9][C:10]#[N:11])=[CH:31][C:26]=2[O:25][CH2:24][CH2:23]1 |f:1.2|. Procedure: To a solution of cyanomethylphosphonic acid diethyl ester (2.1 mL, 13.5 mmol) in anhydrous THF (15 mL) was added lithium bis(trimethylsilyl)amide (1.0 M solution in THF, 13.5 mL, 13.5 mmol) at 0° C. and stirred for 30 min at room temperature followed by addition of (2,3-dihydro-benzo[1,4]dioxin-6-yl)-(3-methoxy-phenyl)-methanone (2.0 g crude, 6.7 mmol) in THF (15 mL) and refluxed for 30 min. The reaction mixture was poured into water (50 mL), extracted with CH2Cl2 (2×50 mL). The combined organic... Starting materials: [OH-].[Na+] (sodium hydroxide), Cl.N1(CCCC1)C(=O)C1NCCSC1 (3-(pyrrolidine-1-carbonyl)thiomorpholine monohydrochloride). The solvent is C(Cl)Cl (methylene chloride). Product: N1(CCCC1)C(=O)C1NCCSC1 (3-(pyrrolidine-1-carbonyl)thiomorpholine). The yield is 83.7%. As a reaction SMILES: [OH-].[Na+].Cl.[N:4]1([C:9]([CH:11]2[CH2:16][S:15][CH2:14][CH2:13][NH:12]2)=[O:10])[CH2:8][CH2:7][CH2:6][CH2:5]1>C(Cl)Cl>[N:4]1([C:9]([CH:11]2[CH2:16][S:15][CH2:14][CH2:13][NH:12]2)=[O:10])[CH2:5][CH2:6][CH2:7][CH2:8]1 |f:0.1,2.3|. Reported procedure: A 1N aqueous sodium hydroxide solution (12.5 ml) was added to a mixture of 2.47 g of 3-(pyrrolidine-1-carbonyl)thiomorpholine monohydrochloride and 20 ml of methylene chloride. The organic layer was extracted and dried over anhydrous magnesium sulfate. The solvent was evaporated under reduced pressure to yield 1.75 g (83%) of 3-(pyrrolidine-1-carbonyl)thiomorpholine Starting materials: CC(=O)c1ccnc(Cl)c1, C1CCOC1. Product: CC(O)c1ccnc(Cl)c1. Reaction SMILES: [Cl:1][c:2]1[n:3][cH:4][cH:5][c:6]([C:8]([CH3:9])=[O:10])[cH:7]1.[O:11]1[CH2:12][CH2:13][CH2:14][CH2:15]1>>[Cl:1][c:2]1[n:3][cH:4][cH:5][c:6]([CH:8]([CH3:9])[OH:10])[cH:7]1. The reactants are C(C1=CC=CC=C1)N1C(N(C2(C1=O)CCN(CC2)CC2=CC=CC=C2)C2=CC=C(C=C2)F)=O (3,8-dibenzyl-1-(4-fluoro-phenyl)-1,3,8-triaza-spiro[4.5]decane-2,4-dione), ClCCCl (1,2-dichloroethane), ClC(=O)OC(C)Cl (1-chloroethyl chloroformate). Solvent: CO (methanol). The product is C(C1=CC=CC=C1)N1C(N(C2(C1=O)CCNCC2)C2=CC=C(C=C2)F)=O (3-benzyl-1-(4-fluoro-phenyl)-1,3,8-triaza-spiro[4.5]decane-2,4-dione). As a reaction SMILES: [CH2:1]([N:8]1[C:12](=[O:13])[C:11]2([CH2:18][CH2:17][N:16](CC3C=CC=CC=3)[CH2:15][CH2:14]2)[N:10]([C:26]2[CH:31]=[CH:30][C:29]([F:32])=[CH:28][CH:27]=2)[C:9]1=[O:33])[C:2]1[CH:7]=[CH:6][CH:5]=[CH:4][CH:3]=1.ClCCCl.ClC(OC(Cl)C)=O>CO>[CH2:1]([N:8]1[C:12](=[O:13])[C:11]2([CH2:18][CH2:17][NH:16][CH2:15][CH2:14]2)[N:10]([C:26]2[CH:27]=[CH:28][C:29]([F:32])=[CH:30][CH:31]=2)[C:9]1=[O:33])[C:2]1[CH:7]=[CH:6][CH:5]=[CH:4][CH:3]=1. Reported procedure: Combine 3,8-dibenzyl-1-(4-fluoro-phenyl)-1,3,8-triaza-spiro[4.5]decane-2,4-dione (10 mmol) and 1,2-dichloroethane (70 mL). Cool using an ice bath. Add in dropwise fashion, 1-chloroethyl chloroformate (48.6 mmol). Warm to ambient temperature and maintain for 1 h. Extract using saturated NaHCO3 (120 mL). Extract the aqueous phase using dichloromethane (120 mL). Combine the organic layers, extract with saturated NaCl, dry over Na2SO4, filter, and concentrate in vacuo to obtain a residue. Add anhydr...